From a dataset of the Open Reaction Database (ORD), a public repository of structured organic reaction records. describe an organic reaction: reactants, conditions, products, and yield The reactants are O=C([O-])[O-], CN(C)C=O, CCOC(=O)CCc1ccc(N(C2CCc3c(-c4c(C)cc(O)cc4C)cccc32)S(=O)(=O)c2ccccc2[N+](=O)[O-])cc1F, [K+], [K+], C1CC2(CCS1)CO2, O. Yields the product CCOC(=O)CCc1ccc(N(C2CCc3c(-c4c(C)cc(OCC5(O)CCSCC5)cc4C)cccc32)S(=O)(=O)c2ccccc2[N+](=O)[O-])cc1F. RXN SMILES: [C:54](=[O:55])([O-:56])[O-:57].[CH3:61][N:62]([CH3:63])[CH:64]=[O:65].[F:1][c:2]1[c:3]([CH2:39][CH2:40][C:41](=[O:42])[O:43][CH2:44][CH3:45])[cH:4][cH:5][c:6]([N:8]([S:9](=[O:10])(=[O:11])[c:12]2[c:13]([N+:18](=[O:19])[O-:20])[cH:14][cH:15][cH:16][cH:17]2)[CH:21]2[CH2:22][CH2:23][c:24]3[c:25](-[c:30]4[c:31]([CH3:38])[cH:32][c:33]([OH:37])[cH:34][c:35]4[CH3:36])[cH:26][cH:27][cH:28][c:29]32)[cH:7]1.[K+:58].[K+:59].[O:46]1[CH2:47][C:48]12[CH2:49][CH2:50][S:51][CH2:52][CH2:53]2.[OH2:60]>>[F:1][c:2]1[c:3]([CH2:39][CH2:40][C:41](=[O:42])[O:43][CH2:44][CH3:45])[cH:4][cH:5][c:6]([N:8]([S:9](=[O:10])(=[O:11])[c:12]2[c:13]([N+:18](=[O:19])[O-:20])[cH:14][cH:15][cH:16][cH:17]2)[CH:21]2[CH2:22][CH2:23][c:24]3[c:25](-[c:30]4[c:31]([CH3:38])[cH:32][c:33]([O:37][CH2:47][C:48]5([OH:46])[CH2:49][CH2:50][S:51][CH2:52][CH2:53]5)[cH:34][c:35]4[CH3:36])[cH:26][cH:27][cH:28][c:29]32)[cH:7]1.